From a dataset of the Open Reaction Database (ORD), a public repository of structured organic reaction records. describe an organic reaction: reactants, conditions, products, and yield Starting materials: C(=O)([O-])[O-].[Na+].[Na+] (Na2CO3), C(C)O (ethanol), ClC1=NC=CC(=N1)OC (2-chloro-4-methoxypyrimidine), C(=O)C1=CC=C(C=C1)B(O)O (4-formylphenylboronic acid). Reagents/catalysts: C1=CC=C(C=C1)P(CCCCP(C2=CC=CC=C2)C3=CC=CC=C3)C4=CC=CC=C4.Cl[Pd]Cl ([1,4-bis(diphenylphosphino)butane]palladium(II) dichloride). Run in C(C)(=O)OCC (ethyl acetate), C1(=CC=CC=C1)C (toluene). The product is COC1=NC(=NC=C1)C1=CC=C(C=O)C=C1 (4-(4-Methoxy-2-pyrimidinyl)benzaldehyde). Isolated yield 41.9%. Reaction SMILES: C([O-])([O-])=O.[Na+].[Na+].C(O)C.Cl[C:11]1[N:16]=[C:15]([O:17][CH3:18])[CH:14]=[CH:13][N:12]=1.[CH:19]([C:21]1[CH:26]=[CH:25][C:24](B(O)O)=[CH:23][CH:22]=1)=[O:20]>C1(C)C=CC=CC=1.C(OCC)(=O)C.C1C=CC(P(C2C=CC=CC=2)CCCCP(C2C=CC=CC=2)C2C=CC=CC=2)=CC=1.Cl[Pd]Cl>[CH3:18][O:17][C:15]1[CH:14]=[CH:13][N:12]=[C:11]([C:24]2[CH:25]=[CH:26][C:21]([CH:19]=[O:20])=[CH:22][CH:23]=2)[N:16]=1 |f:0.1.2,8.9|. Reported procedure: 1 M aq. Na2CO3 (20 mL) and ethanol (10 mL) were added to a solution of 2-chloro-4-methoxypyrimidine (2.90 g, 20.06 mmol, prepared as described in Tetrahedron 1997, 53, 11595), 4-formylphenylboronic acid (3.90 g, 26.01 mmol) and [1,4-bis(diphenylphosphino)butane]palladium(II) dichloride (0.60 g, 0.99 mmol) in toluene (40 mL) and the mixture was heated to reflux for 18 h. The cooled reaction mixture was diluted with ethyl acetate, washed with sat. aq. NaHCO3 and brine, dried (MgSO4), and concentra...